Dataset: the Open Reaction Database (ORD), a public repository of structured organic reaction records. Task: describe an organic reaction: reactants, conditions, products, and yield The reactants are CC(=O)OCC(=O)Cl, CC#N, Cl, C1CCC2=NCCCN2CC1, NCc1cccc2c1C(=O)N(C1CCC(=O)NC1=O)C2=O. Yields the product CC(=O)OCC(=O)NCc1cccc2c1C(=O)N(C1CCC(=O)NC1=O)C2=O. As a reaction SMILES: [C:34]([CH3:35])(=[O:36])[O:37][CH2:38][C:39](=[O:40])[Cl:41].[CH3:42][C:43]#[N:44].[ClH:12].[N:1]12[CH2:2][CH2:3][CH2:4][N:5]=[C:6]1[CH2:7][CH2:8][CH2:9][CH2:10][CH2:11]2.[NH2:13][CH2:14][c:15]1[c:16]2[c:20]([cH:21][cH:22][cH:23]1)[C:19](=[O:24])[N:18]([CH:25]1[C:26](=[O:32])[NH:27][C:28](=[O:31])[CH2:29][CH2:30]1)[C:17]2=[O:33]>>[NH:13]([CH2:14][c:15]1[c:16]2[c:20]([cH:21][cH:22][cH:23]1)[C:19](=[O:24])[N:18]([CH:25]1[C:26](=[O:32])[NH:27][C:28](=[O:31])[CH2:29][CH2:30]1)[C:17]2=[O:33])[C:39]([CH2:38][O:37][C:34]([CH3:35])=[O:36])=[O:40]. The reactants are O.[OH-].[Li+] (Lithium hydroxide hydrate), O (water), C1(CCCCC1)C=1NC(=C(N1)C(=O)OC)C1=CC=C(C=C1)C (Methyl 2-cyclohexyl-5-(4-methylphenyl)imidazole-4-carboxylate). Solvent: C(C)O (ethyl alcohol). Product: C1(CCCCC1)C=1NC(=C(N1)C(=O)O)C1=CC=C(C=C1)C (2-cyclohexyl-5-(4-methylphenyl)imidazole-4-carboxylic acid). Yield: 45.5%. As a reaction SMILES: [CH:1]1([C:7]2[NH:8][C:9]([C:16]3[CH:21]=[CH:20][C:19]([CH3:22])=[CH:18][CH:17]=3)=[C:10]([C:12]([O:14]C)=[O:13])[N:11]=2)[CH2:6][CH2:5][CH2:4][CH2:3][CH2:2]1.O.[OH-].[Li+].O>C(O)C>[CH:1]1([C:7]2[NH:8][C:9]([C:16]3[CH:21]=[CH:20][C:19]([CH3:22])=[CH:18][CH:17]=3)=[C:10]([C:12]([OH:14])=[O:13])[N:11]=2)[CH2:2][CH2:3][CH2:4][CH2:5][CH2:6]1 |f:1.2.3|. Reported procedure: Methyl 2-cyclohexyl-5-(4-methylphenyl)imidazole-4-carboxylate (900 mg) was dissolved in ethyl alcohol (20 ml). Lithium hydroxide hydrate (1.1 g) and water (10 ml) were added, and the mixture was refluxed under heating for 2.5 hr and concentrated under reduced pressure. To the obtained residue were added water and ethyl acetate, and the mixture was partitioned. The aqueous layer was filtered, and aqueous citric acid was added to the filtrate. The precipitated crystals were collected by filtration... Reactants: BrCC(=O)NC1=C(C=CC=C1C)C (2-bromo-N-(2,6-dimethylphenyl)acetamide), Br.CS(=O)(OCCN)=S (aminoethyl methanethiosulfonate hydrobromide), C(C)(C)N(CC)C(C)C (diisopropylethylamine). Solvent: CN(C)C=O (DMF). Yields the product CC1=C(C(=CC=C1)C)NC(CNCCSS(C)(=O)=O)=O (1-(2,6-dimethylphenyl)-2,8,8-trioxo-1,4-diaza-7,8-dithianonane). Yield: 63.5%. RXN SMILES: Br[CH2:2][C:3]([NH:5][C:6]1[C:11]([CH3:12])=[CH:10][CH:9]=[CH:8][C:7]=1[CH3:13])=[O:4].Br.[CH3:15][S:16](=[S:22])([O:18]CCN)=[O:17].[CH:23]([N:26](C(C)C)CC)(C)[CH3:24]>CN(C=O)C>[CH3:13][C:7]1[CH:8]=[CH:9][CH:10]=[C:11]([CH3:12])[C:6]=1[NH:5][C:3](=[O:4])[CH2:2][NH:26][CH2:23][CH2:24][S:18][S:16](=[O:17])(=[O:22])[CH3:15] |f:1.2|. Procedure: A solution of 2-bromo-N-(2,6-dimethylphenyl)acetamide (2 g; 8.26 mmol), aminoethyl methanethiosulfonate hydrobromide (2.8 g; 11.86 mmol), and diisopropylethylamine (4 mL; 23 mmol) in dry DMF (70 mL) was stirred at room temperature for 3.5 hours. The solution was evaporated and the residue purified by column chromatography on SiO2. The column was eluted with CH2Cl2/MeOH/NH4OH 95:5:0.2 and evaporation of the fractions containing the desired product afforded a pale yellow oil (1.66 g) which crystal... Reactants: COC=1C=CC2=C(OC(=C2C(O)C2=CC=C(C=C2)OC)C2=CC=C(C=C2)OC)C1 ([6-Methoxy-2-(4-methoxyphenyl)benzo[b]furan-3-yl][4-methoxyphenyl]methanol), [H-].[H-].[H-].[H-].[Li+].[Al+3] (LiAlH4). The solvent is CCCC=1C=CC=CC1 (n-propylbenzene). Product: COC=1C=CC2=C(OC(=C2CC2=CC=C(C=C2)OC)C2=CC=C(C=C2)OC)C1 ([6-Methoxy-2-(4-methoxyphenyl)benzo[b]furan-3-yl][4-methoxyphenyl]methane). RXN SMILES: [CH3:1][O:2][C:3]1[CH:4]=[CH:5][C:6]2[C:10]([CH:11]([C:13]3[CH:18]=[CH:17][C:16]([O:19][CH3:20])=[CH:15][CH:14]=3)O)=[C:9]([C:21]3[CH:26]=[CH:25][C:24]([O:27][CH3:28])=[CH:23][CH:22]=3)[O:8][C:7]=2[CH:29]=1.[H-].[H-].[H-].[H-].[Li+].[Al+3]>CCCC1C=CC=CC=1>[CH3:1][O:2][C:3]1[CH:4]=[CH:5][C:6]2[C:10]([CH2:11][C:13]3[CH:14]=[CH:15][C:16]([O:19][CH3:20])=[CH:17][CH:18]=3)=[C:9]([C:21]3[CH:22]=[CH:23][C:24]([O:27][CH3:28])=[CH:25][CH:26]=3)[O:8][C:7]=2[CH:29]=1 |f:1.2.3.4.5.6|. Reported procedure: A solution of 400 mg (1.02 mmol) of [6-Methoxy-2-(4-methoxyphenyl)benzo[b]furan-3-yl][4-methoxyphenyl]methanol was dissolved in 10 mL of n-propylbenzene and 200 mg (5.25 mmol) of LiAlH4 was added. The reaction mixture was heated to reflux under a nitrogen atmoshere for 45 minutes. After sixteen hours, the reaction was quenched by the addition of 5 mL of water. To this suspension was added 3 mL of 15% (W/N) NaOH and an additional 3 mL of water. This suspension was filtered. The resulting filterat... Reactants: [BH4-].[Na+] (sodium borohydride), O=C1C2=C(C=CC=3NC(C=CC31)=O)C=CC=C2 (5-oxo-benzo[4,5]cyclohepta[1,2-b]pyrid-2(1H)one). The solvent is O (water), CO (methanol). Yields the product OC1=C2C(=CC=C3NC(CC=C31)=O)C=CC=C2 (5-hydroxy-benzo[4,5]cyclohepta[1,2-b]pyrid-2(1H)one). Reaction SMILES: [BH4-].[Na+].[O:3]=[C:4]1[C:14]2[CH:13]=[CH:12][C:11](=[O:15])[NH:10][C:9]=2[CH:8]=[CH:7][C:6]2[CH:16]=[CH:17][CH:18]=[CH:19][C:5]1=2>O.CO>[OH:3][C:4]1[C:14]2[C:9]([NH:10][C:11](=[O:15])[CH2:12][CH:13]=2)=[CH:8][CH:7]=[C:6]2[CH:16]=[CH:17][CH:18]=[CH:19][C:5]=12 |f:0.1|. Procedure details: A solution of 0.30 gram (8 millimoles) of sodium borohydride in 5 milliliters of water is added to a solution of 0.70 gram (3 millimoles) of 5-oxo-benzo[4,5]cyclohepta[1,2-b]pyrid-2(1H)one (prepared as described in Example I) in 50 milliliters of methanol and the resulting mixture heated for about twenty minutes at reflux temperature to obtain the desired 5-hydroxy-benzo[4,5]cyclohepta[1,2-b]pyrid-2(1H)one in the reaction mixture. The product is recovered by evaporating the solvent, and washing ... The reactants are CS(C)=O, CCN(C(C)C)C(C)C, O, c1ccc(-c2nsc(N3CCNCC3)n2)nc1, O=C(Nc1ccncc1)OCC(Cl)(Cl)Cl. Product: O=C(Nc1ccncc1)N1CCN(c2nc(-c3ccccn3)ns2)CC1. Reaction SMILES: [CH3:43][S:44](=[O:45])[CH3:46].[CH:33]([N:34]([CH:35]([CH3:36])[CH3:37])[CH2:38][CH3:39])([CH3:40])[CH3:41].[OH2:42].[n:16]1[c:17](-[c:22]2[n:23][s:24][c:25]([N:27]3[CH2:28][CH2:29][NH:30][CH2:31][CH2:32]3)[n:26]2)[cH:18][cH:19][cH:20][cH:21]1.[n:1]1[cH:2][cH:3][c:4]([NH:7][C:8]([O:9][CH2:10][C:11]([Cl:12])([Cl:13])[Cl:14])=[O:15])[cH:5][cH:6]1>>[n:1]1[cH:2][cH:3][c:4]([NH:7][C:8](=[O:15])[N:30]2[CH2:29][CH2:28][N:27]([c:25]3[s:24][n:23][c:22](-[c:17]4[n:16][cH:21][cH:20][cH:19][cH:18]4)[n:26]3)[CH2:32][CH2:31]2)[cH:5][cH:6]1. Starting materials: C([O-])([O-])=O.[Na+].[Na+] (sodium carbonate), C([O-])([O-])=O.[Sr+2] (strontium carbonate), S(=O)(=O)([O-])[O-].[Sr+2] (strontium sulfate). The product is S(=O)(=O)([O-])[O-].[Na+].[Na+] (sodium sulfate), C([O-])([O-])=O.[Sr+2] (strontium carbonate). RXN SMILES: [C:1](=[O:4])([O-:3])[O-:2].[Sr+2:5].[S:6]([O-:10])([O-:9])(=[O:8])=[O:7].[Sr+2].C(=O)([O-])[O-].[Na+:16].[Na+]>>[S:6]([O-:10])([O-:9])(=[O:8])=[O:7].[Na+:16].[Na+:16].[C:1](=[O:2])([O-:4])[O-:3].[Sr+2:5] |f:0.1,2.3,4.5.6,7.8.9,10.11|. Reported procedure: Another production method for strontium carbonate entails reacting the naturally occurring strontium sulfate with sodium carbonate in aqueous solution to form sodium sulfate and strontium carbonate. The sodium sulfate has a much higher solubility in water than strontium carbonate, so filtration and washing will yield a solid strontium carbonate essentially free of sodium sulfate. Once again, this method yields a fine, fluffy, low bulk density powder which is not free flowing. Reactants: C(#N)C1=NC(=NC(=C1C(=O)OC)NC=1C=C(C=CC1)C)N1CCN(CC1)CC (methyl 4-cyano-2-(4-ethylpiperazin-1-yl)-6-(m-tolylamino)pyrimidine-5-carboxylate). Solvent: CCO (EtOH), Cl (HCl). Procedure: A mixture of methyl 4-cyano-2-(4-ethylpiperazin-1-yl)-6-(m-tolylamino)pyrimidine-5-carboxylate (49.8 mg, 0.131 mmol) and palladium on carbon (10.1 mg) in EtOH (3 mL) and 1N HCl (3 mL) was stirred at RT for 2 h under a hydrogen atmosphere. The insoluble materials were filtered off, and the filtrate was concentrated under reduced pressure. The residue was treated with saturated aq NaHCO3 and EtOAc for 3 h. The mixture was extracted with EtOAc. The organic layers were washed with aq NaHCO3, water, ... Yields the product C(C)N1CCN(CC1)C=1N=C(C2=C(N1)CNC2=O)NC=2C=C(C=CC2)C (2-(4-Ethylpiperazin-1-yl)-4-(m-tolylamino)-6,7-dihydro-5H-pyrrolo[3,4-d]pyrimidin-5-one). As a reaction SMILES: [C:1]([C:3]1[C:8]([C:9]([O:11]C)=O)=[C:7]([NH:13][C:14]2[CH:15]=[C:16]([CH3:20])[CH:17]=[CH:18][CH:19]=2)[N:6]=[C:5]([N:21]2[CH2:26][CH2:25][N:24]([CH2:27][CH3:28])[CH2:23][CH2:22]2)[N:4]=1)#[N:2]>[Pd].CCO.Cl>[CH2:27]([N:24]1[CH2:23][CH2:22][N:21]([C:5]2[N:6]=[C:7]([NH:13][C:14]3[CH:15]=[C:16]([CH3:20])[CH:17]=[CH:18][CH:19]=3)[C:8]3[C:9](=[O:11])[NH:2][CH2:1][C:3]=3[N:4]=2)[CH2:26][CH2:25]1)[CH3:28]. Reagents/catalysts: [Pd] (palladium on carbon). Isolated yield 42.9%. Reaction conditions: time 2 hour.